Task: describe an organic reaction: reactants, conditions, products, and yield. Dataset: the Open Reaction Database (ORD), a public repository of structured organic reaction records Reactants: [H-].[Na+] (sodium hydride), mixture, CS(=O)C1=NSC(=N1)C1=CC=CC=C1 (3-methylsulfinyl-5-phenyl-1,2,4-thiadiazole), CS(=O)(=O)C1=NSC(=N1)C1=CC=CC=C1 (3-methylsulfonyl-5-phenyl-1,2,4-thiadiazole), C(C#CC)O (2-butyne-1-ol), [Cl-].[Na+] (sodium chloride). Solvent: CN(C=O)C (N,N-dimethylformamide). Conditions: time 10 minute. Product: C1(=CC=CC=C1)C1=NC(=NS1)OCC#CC (5-phenyl-3-(2-butynyloxy)-1,2,4-thiadiazole). Reaction SMILES: CS([C:4]1[N:8]=[C:7]([C:9]2[CH:14]=[CH:13][CH:12]=[CH:11][CH:10]=2)[S:6][N:5]=1)=O.CS(C1N=C(C2C=CC=CC=2)SN=1)(=O)=O.[CH2:30]([OH:34])[C:31]#[C:32][CH3:33].[H-].[Na+].[Cl-].[Na+]>CN(C)C=O>[C:9]1([C:7]2[S:6][N:5]=[C:4]([O:34][CH2:30][C:31]#[C:32][CH3:33])[N:8]=2)[CH:14]=[CH:13][CH:12]=[CH:11][CH:10]=1 |f:3.4,5.6|. Procedure: To 3 ml of N,N-dimethylformamide were added 300 mg of a mixture of 3-methylsulfinyl-5-phenyl-1,2,4-thiadiazole and 3-methylsulfonyl-5-phenyl-1,2,4-thiadiazole (integration ratio of 1H-NMR sulfonyl form:sulfinyl form=4:1) and 141 mg of 2-butyne-1-ol, and to the resulting mixture was added 80 mg of sodium hydride (60% oily) with ice-cooling. The mixture was stirred for 10 minutes with ice-cooling, and allowed to stand at room temperature for 18 hours. Then, the reaction mixture was poured into an ... Reactants: CC12CCC3C(CCC4=CC(=O)CCC43C)C1CCC2=O, CC(C)(O)C#N, CO, N#C[K], O. Yields the product CC12CCC(=O)C=C1CCC1C2CCC2(C)C1CCC2(O)C#N. Reaction SMILES: [CH3:10][C:11]12[C:12](=[O:30])[CH2:13][CH2:14][CH:15]1[CH:16]1[CH2:17][CH2:18][C:19]3=[CH:20][C:21](=[O:29])[CH2:22][CH2:23][C:24]3([CH3:25])[CH:26]1[CH2:27][CH2:28]2.[CH3:1][C:2]([CH3:3])([OH:4])[C:5]#[N:6].[CH3:31][OH:32].[K:7][C:8]#[N:9].[OH2:33]>>[C:8](#[N:9])[C:12]1([OH:30])[C:11]2([CH3:10])[CH:15]([CH2:14][CH2:13]1)[CH:16]1[CH2:17][CH2:18][C:19]3=[CH:20][C:21](=[O:29])[CH2:22][CH2:23][C:24]3([CH3:25])[CH:26]1[CH2:27][CH2:28]2.